From a dataset of the Open Reaction Database (ORD), a public repository of structured organic reaction records. describe an organic reaction: reactants, conditions, products, and yield Starting materials: Clc1ccc2c(c1Nc1ncnc3cc(OCCCBr)cc(OC4CCOCC4)c13)OCO2, O=C([O-])[O-], C1CCNCC1, [K+], [K+], CN(C)C=O. Product: Clc1ccc2c(c1Nc1ncnc3cc(OCCCN4CCCCC4)cc(OC4CCOCC4)c13)OCO2. As a reaction SMILES: [Br:1][CH2:2][CH2:3][CH2:4][O:5][c:6]1[cH:7][c:8]([O:27][CH:28]2[CH2:29][CH2:30][O:31][CH2:32][CH2:33]2)[c:9]2[c:10]([NH:16][c:17]3[c:18]4[c:19]([cH:20][cH:21][c:22]3[Cl:23])[O:24][CH2:25][O:26]4)[n:11][cH:12][n:13][c:14]2[cH:15]1.[C:40](=[O:41])([O-:42])[O-:43].[CH2:34]1[CH2:35][CH2:36][NH:37][CH2:38][CH2:39]1.[K+:44].[K+:45].[O:46]=[CH:47][N:48]([CH3:49])[CH3:50]>>[CH2:2]([CH2:3][CH2:4][O:5][c:6]1[cH:7][c:8]([O:27][CH:28]2[CH2:29][CH2:30][O:31][CH2:32][CH2:33]2)[c:9]2[c:10]([NH:16][c:17]3[c:18]4[c:19]([cH:20][cH:21][c:22]3[Cl:23])[O:24][CH2:25][O:26]4)[n:11][cH:12][n:13][c:14]2[cH:15]1)[N:37]1[CH2:36][CH2:35][CH2:34][CH2:39][CH2:38]1. Starting materials: CC(C)N(CCOc1ccccn1)C(=O)c1cc(Cl)cc(OCCN(C(=O)OC(C)(C)C)c2ccncc2)c1, ClCCl, O=C(O)C(F)(F)F. Product: CC(C)N(CCOc1ccccn1)C(=O)c1cc(Cl)cc(OCCNc2ccncc2)c1. RXN SMILES: [C:1]([O:2][C:3](=[O:4])[N:7]([c:8]1[cH:9][cH:10][n:11][cH:12][cH:13]1)[CH2:14][CH2:15][O:16][c:17]1[cH:18][c:19]([Cl:38])[cH:20][c:21]([C:23]([N:24]([CH2:25][CH2:26][O:27][c:28]2[n:29][cH:30][cH:31][cH:32][cH:33]2)[CH:34]([CH3:35])[CH3:36])=[O:37])[cH:22]1)([CH3:5])([CH3:6])[CH3:39].[Cl:47][CH2:48][Cl:49].[F:40][C:41]([F:42])([F:43])[C:44]([OH:45])=[O:46]>>[NH:7]([c:8]1[cH:9][cH:10][n:11][cH:12][cH:13]1)[CH2:14][CH2:15][O:16][c:17]1[cH:18][c:19]([Cl:38])[cH:20][c:21]([C:23]([N:24]([CH2:25][CH2:26][O:27][c:28]2[n:29][cH:30][cH:31][cH:32][cH:33]2)[CH:34]([CH3:35])[CH3:36])=[O:37])[cH:22]1. Reported procedure: To a solution of 1.2 g of 3H-phenoxazin-3-one in acetic acid (25 ml) was added K2Cr2O7 (3.7 g). A solution of chlorine in acetic acid was added dropwise to the resulting suspension. After disappearance of the starting material, as monitored by TLC, the reaction mixture was poured into 200 ml of H2O and the resulting precipitate was filtered (1.2 g) and chromatographed on silica gel to yield the title compound. As a reaction SMILES: [CH:1]1[C:14]2[C:5]([O:6][C:7]3[C:12]([N:13]=2)=[CH:11][CH:10]=[CH:9][CH:8]=3)=[CH:4][C:3](=[O:15])[CH:2]=1.[Cl:16]Cl.O>C(O)(=O)C>[Cl:16][C:4]1[C:3](=[O:15])[CH:2]=[CH:1][C:14]2[C:5]=1[O:6][C:7]1[C:12](=[CH:11][CH:10]=[CH:9][CH:8]=1)[N:13]=2. The solvent is C(C)(=O)O (acetic acid), C(C)(=O)O (acetic acid). Reactants: C1=CC(C=C2OC3=CC=CC=C3N=C12)=O (3H-phenoxazin-3-one), K2Cr2O7, ClCl (chlorine), O (H2O). The product is ClC=1C(C=CC2=NC3=CC=CC=C3OC12)=O (4-Chloro-3H-phenoxazin-3-one). Starting materials: COc1cc(OC)[n+]([O-])c(OC)c1, P. RXN SMILES: [CH3:1][O:2][c:3]1[n+:4]([O-:13])[c:5]([O:11][CH3:12])[cH:6][c:7]([O:9][CH3:10])[cH:8]1.[P:14]>>[CH3:1][O:2][c:3]1[n:4][c:5]([O:11][CH3:12])[cH:6][c:7]([O:9][CH3:10])[cH:8]1. Yields the product COc1cc(OC)nc(OC)c1.